From a dataset of the Open Reaction Database (ORD), a public repository of structured organic reaction records. describe an organic reaction: reactants, conditions, products, and yield Starting materials: C1(=CC=CC=C1)N=C(C#C)SC (Methyl N-phenylpropynthioimidate), CC1=CC=C(C=C1)S (4-methylthiophenol). The solvent is C(Cl)(Cl)Cl (chloroform). Run at time 15 hour. Product: C1(=CC=CC=C1)N=C(C=CSC1=CC=C(C=C1)C)SC (methyl N-phenyl-3-(4-methylphenylthio)thioacrylimidate). The yield is 43.7%. RXN SMILES: [C:1]1([N:7]=[C:8]([S:11][CH3:12])[C:9]#[CH:10])[CH:6]=[CH:5][CH:4]=[CH:3][CH:2]=1.[CH3:13][C:14]1[CH:19]=[CH:18][C:17]([SH:20])=[CH:16][CH:15]=1>C(Cl)(Cl)Cl>[C:1]1([N:7]=[C:8]([S:11][CH3:12])[CH:9]=[CH:10][S:20][C:17]2[CH:18]=[CH:19][C:14]([CH3:13])=[CH:15][CH:16]=2)[CH:6]=[CH:5][CH:4]=[CH:3][CH:2]=1. Reported procedure: Methyl N-phenylpropynthioimidate (0.30 g) was dissolved to chloroform (5 ml), 4-methylthiophenol (0.19 g) was added dropwise under ice-cooling and stirred for 15 hours at room temperature. The reaction solution was concentrated under reduced pressure. The residue was purified by silica gel column chromatography (hexane:ethyl acetate=15:1) to obtain methyl N-phenyl-3-(4-methylphenylthio)thioacrylimidate (0.20 g) as light yellow oil.